Dataset: the Open Reaction Database (ORD), a public repository of structured organic reaction records. Task: describe an organic reaction: reactants, conditions, products, and yield Starting materials: Clc1ccc(CBr)cc1, O=C(O)COc1ccc(Cl)cc1. The product is O=C(O)COCc1ccc(Cl)cc1. As a reaction SMILES: [Cl:13][c:14]1[cH:15][cH:16][c:17]([CH2:18][Br:19])[cH:20][cH:21]1.[Cl:1][c:2]1[cH:3][cH:4][c:5]([O:6][CH2:7][C:8](=[O:9])[OH:10])[cH:11][cH:12]1>>[O:6]([CH2:7][C:8](=[O:9])[OH:10])[CH2:18][c:17]1[cH:16][cH:15][c:14]([Cl:13])[cH:21][cH:20]1. The reactants are C1COCCO1, Cc1ccccc1B(O)O, CC1C(c2cc(C(F)(F)F)cc(C(F)(F)F)c2)OC(=O)N1Cc1cc(C(F)(F)F)ccc1-c1cc(Br)ccc1F, [K+], [OH-]. Yields the product Cc1ccccc1-c1ccc(F)c(-c2ccc(C(F)(F)F)cc2CN2C(=O)OC(c3cc(C(F)(F)F)cc(C(F)(F)F)c3)C2C)c1. As a reaction SMILES: [CH2:53]1[O:54][CH2:55][CH2:56][O:57][CH2:58]1.[CH3:41][c:42]1[c:43]([B:48]([OH:49])[OH:50])[cH:44][cH:45][cH:46][cH:47]1.[F:1][C:2]([c:3]1[cH:4][c:5]([CH:13]2[CH:14]([CH3:38])[N:15]([CH2:19][c:20]3[c:21](-[c:30]4[c:31]([F:37])[cH:32][cH:33][c:34]([Br:36])[cH:35]4)[cH:22][cH:23][c:24]([C:26]([F:27])([F:28])[F:29])[cH:25]3)[C:16](=[O:18])[O:17]2)[cH:6][c:7]([C:9]([F:10])([F:11])[F:12])[cH:8]1)([F:39])[F:40].[K+:52].[OH-:51]>>[F:1][C:2]([c:3]1[cH:4][c:5]([CH:13]2[CH:14]([CH3:38])[N:15]([CH2:19][c:20]3[c:21](-[c:30]4[c:31]([F:37])[cH:32][cH:33][c:34](-[c:43]5[c:42]([CH3:41])[cH:47][cH:46][cH:45][cH:44]5)[cH:35]4)[cH:22][cH:23][c:24]([C:26]([F:27])([F:28])[F:29])[cH:25]3)[C:16](=[O:18])[O:17]2)[cH:6][c:7]([C:9]([F:10])([F:11])[F:12])[cH:8]1)([F:39])[F:40]. Starting materials: C(C)OP(OCC)(=O)CC#N (cyanomethylphosphonic acid diethyl ester), C[Si](C)(C)[N-][Si](C)(C)C.[Li+] (lithium bis(trimethylsilyl)amide), ice water, C(C)OC=1C=C(C=CC1OC)C(=O)C1=CC(=C(C=C1)OC)F ((3-Ethoxy-4-methoxy-phenyl)-(3-fluoro-4-methoxy-phenyl)-methanone). The solvent is C1CCOC1 (THF). Product: C(C)OC=1C=C(C=CC1OC)C(=CC#N)C1=CC(=C(C=C1)OC)F (3-(3-ethoxy-4-methoxy-phenyl)-3-(3-fluoro-4-methoxy-phenyl)-acrylonitrile). Isolated yield 66.2%. RXN SMILES: C(OP([CH2:9][C:10]#[N:11])(=O)OCC)C.C[Si]([N-][Si](C)(C)C)(C)C.[Li+].[CH2:22]([O:24][C:25]1[CH:26]=[C:27]([C:33]([C:35]2[CH:40]=[CH:39][C:38]([O:41][CH3:42])=[C:37]([F:43])[CH:36]=2)=O)[CH:28]=[CH:29][C:30]=1[O:31][CH3:32])[CH3:23]>C1COCC1>[CH2:22]([O:24][C:25]1[CH:26]=[C:27]([C:33]([C:35]2[CH:40]=[CH:39][C:38]([O:41][CH3:42])=[C:37]([F:43])[CH:36]=2)=[CH:9][C:10]#[N:11])[CH:28]=[CH:29][C:30]=1[O:31][CH3:32])[CH3:23] |f:1.2|. Procedure: To a stirred solution of cyanomethylphosphonic acid diethyl ester (0.38 mL, 2.4 mmol) in THF (8 mL) in an ice bath was added lithium bis(trimethylsilyl)amide (1.0 M solution in THF, 2.3 mL, 2.3 mmol) dropwise. The mixture was stirred at room temperature for 40 min. (3-Ethoxy-4-methoxy-phenyl)-(3-fluoro-4-methoxy-phenyl)-methanone (0.35 mg, 1.2 mmol) was added to the mixture. The mixture was refluxed overnight. The solution was poured into ice water (30 ml). The aqueous layer was extracted with e... Starting materials: CO, Cl, [Na+], CCOC(=O)C1(NC=O)Cc2cccc3c2N(CCC3)C1=O, [OH-]. Product: O=CNC1Cc2cccc3c2N(CCC3)C1=O. Reaction SMILES: [CH3:26][OH:27].[ClH:25].[Na+:2].[O:3]=[C:4]1[N:5]2[CH2:6][CH2:7][CH2:8][c:9]3[c:10]2[c:11]([cH:22][cH:23][cH:24]3)[CH2:12][C:13]1([C:14]([O:15][CH2:16][CH3:17])=[O:18])[NH:19][CH:20]=[O:21].[OH-:1]>>[O:3]=[C:4]1[N:5]2[CH2:6][CH2:7][CH2:8][c:9]3[c:10]2[c:11]([cH:22][cH:23][cH:24]3)[CH2:12][CH:13]1[NH:19][CH:20]=[O:21]. Starting materials: BrC=1C=C(CO)C=CC1 (3-bromobenzyl alcohol), [H-].[Na+] (NaH), C(C=C)Br (allyl bromide). Product: C(C=C)OCC=1C=C(C=CC1)Br (3-allyloxymethylbromobenzene). RXN SMILES: [Br:1][C:2]1[CH:3]=[C:4]([CH:7]=[CH:8][CH:9]=1)[CH2:5][OH:6].[H-].[Na+].[CH2:12](Br)[CH:13]=[CH2:14]>>[CH2:14]([O:6][CH2:5][C:4]1[CH:3]=[C:2]([Br:1])[CH:9]=[CH:8][CH:7]=1)[CH:13]=[CH2:12] |f:1.2|. Procedure details: The desired compound is prepared by reaction of 3-bromobenzyl alcohol with NaH and allyl bromide. Run at time 8 hour. Isolated yield 52.0%. Reaction SMILES: [O:1]1[C:5]2[CH:6]=[CH:7][CH:8]=[CH:9][C:4]=2[N:3]=[C:2]1/[CH:10]=[CH:11]/[CH2:12][CH:13]([C:49]1[CH:54]=[CH:53][C:52]2[O:55][CH2:56][O:57][C:51]=2[CH:50]=1)[CH:14]([N:16]([CH2:38][C:39]1[CH:48]=[CH:47][C:46]2[C:41](=[CH:42][CH:43]=[CH:44][CH:45]=2)[CH:40]=1)[C:17]([CH2:19][CH:20]([C:33]([O:35]CC)=[O:34])[CH:21]([C:28]([O:30]CC)=[O:29])[CH2:22][C:23]([O:25]CC)=[O:24])=[O:18])[CH3:15].[OH-].[Na+].Cl.C(#N)C>O1CCCC1.C(OCC)(=O)C>[O:1]1[C:5]2[CH:6]=[CH:7][CH:8]=[CH:9][C:4]=2[N:3]=[C:2]1/[CH:10]=[CH:11]/[CH2:12][CH:13]([C:49]1[CH:54]=[CH:53][C:52]2[O:55][CH2:56][O:57][C:51]=2[CH:50]=1)[CH:14]([N:16]([CH2:38][C:39]1[CH:48]=[CH:47][C:46]2[C:41](=[CH:42][CH:43]=[CH:44][CH:45]=2)[CH:40]=1)[C:17]([CH2:19][CH:20]([C:33]([OH:35])=[O:34])[CH:21]([C:28]([OH:30])=[O:29])[CH2:22][C:23]([OH:25])=[O:24])=[O:18])[CH3:15] |f:1.2|. Procedure: The N-acylated product obtained in (1) was converted to triethyl 4-[N-{(1RS,2RS,4E)-5-(2-benzoxazolyl)-1-methyl-2-(3,4-methylendioxyphenyl)-4-pentenyl}-N-(2-naphthylmethyl)carbamoyl]-1,2,3-butanetricarboxylate in the same manner as in Preparation Example 1. The resulting ester was dissolved in 1 ml of tetrahydrofuran, and after addition of 0.5 ml of 3N sodium hydroxide, it was left standing at room temperature overnight. The reaction solution was diluted with ethyl acetate, acidified with 1N hyd... Starting materials: ester, ( 1 ), [OH-].[Na+] (sodium hydroxide), Cl (hydrochloric acid), O1C(=NC2=C1C=CC=C2)/C=C/CC(C(C)N(C(=O)CC(C(CC(=O)OCC)C(=O)OCC)C(=O)OCC)CC2=CC1=CC=CC=C1C=C2)C2=CC1=C(C=C2)OCO1 (triethyl 4-[N-{(1RS,2RS,4E)-5-(2-benzoxazolyl)-1-methyl-2-(3,4-methylendioxyphenyl)-4-pentenyl}-N-(2-naphthylmethyl)carbamoyl]-1,2,3-butanetricarboxylate), C(C)#N (acetonitrile). Solvent: O1CCCC1 (tetrahydrofuran), C(C)(=O)OCC (ethyl acetate). Product: O1C(=NC2=C1C=CC=C2)/C=C/CC(C(C)N(C(=O)CC(C(CC(=O)O)C(=O)O)C(=O)O)CC2=CC1=CC=CC=C1C=C2)C2=CC1=C(C=C2)OCO1 (4-[N-{(1RS,2RS,4E)-5-(2-benzoxazolyl)-1-methyl-2-(3,4-methylenedioxyphenyl)-4-pentenyl}-N-(2-naphthylmethyl)carbamoyl]-1,2,3-butanetricarboxylic acid). The reactants are C(C)N1C(N(CC2=C1C=C(N=C2)N(C)OC)C2=CC(=C(C=C2)F)[N+](=O)[O-])=O (1-Ethyl-3-(4-fluoro-3-nitrophenyl)-7-(methoxy(methyl)amino)-3,4-dihydropyrido[4,3-d]pyrimidin-2(1H)-one), [H][H] (hydrogen). Reagents/catalysts: [Pd] (Pd/C). The solvent is CO (MeOH). Product: NC=1C=C(C=CC1F)N1C(N(C2=C(C1)C=NC(=C2)NC)CC)=O (3-(3-amino-4-fluorophenyl)-1-ethyl-7-(methylamino)-3,4-dihydropyrido[4,3-d]pyrimidin-2(1H)-one). The yield is 84.6%. RXN SMILES: [CH2:1]([N:3]1[C:8]2[CH:9]=[C:10]([N:13](OC)[CH3:14])[N:11]=[CH:12][C:7]=2[CH2:6][N:5]([C:17]2[CH:22]=[CH:21][C:20]([F:23])=[C:19]([N+:24]([O-])=O)[CH:18]=2)[C:4]1=[O:27])[CH3:2].[H][H]>CO.[Pd]>[NH2:24][C:19]1[CH:18]=[C:17]([N:5]2[CH2:6][C:7]3[CH:12]=[N:11][C:10]([NH:13][CH3:14])=[CH:9][C:8]=3[N:3]([CH2:1][CH3:2])[C:4]2=[O:27])[CH:22]=[CH:21][C:20]=1[F:23]. Procedure details: 1-Ethyl-3-(4-fluoro-3-nitrophenyl)-7-(methoxy(methyl)amino)-3,4-dihydropyrido[4,3-d]pyrimidin-2(1H)-one (4.6 g, 12 mmol), Pd/C (0.5 g) and hydrogen (45 psi) were reacted in MeOH (100 mL) at 50° C. overnight to give 3-(3-amino-4-fluorophenyl)-1-ethyl-7-(methylamino)-3,4-dihydropyrido[4,3-d]pyrimidin-2(1H)-one (3.2 g, 84%). 1H-NMR (400 MHz, DMSO-d6): δ 7.70 (s, 1 H), 6.94 (dd, J=11.2, 8.8 Hz, 1 H), 6.67 (dd, J=8.0, 2.4 Hz, 1 H), 6.42 (m, 1 H), 6.33 (m, 1 H), 5.98 (s, 1 H), 5.14 (s, 2 H), 4.48 (s, ...